From a dataset of the Open Reaction Database (ORD), a public repository of structured organic reaction records. describe an organic reaction: reactants, conditions, products, and yield Starting materials: COc1ccc(CN)c(OC)c1, CS(C)=O, COc1nc2cc(Cl)ccc2nc1Cl, O. Product: COc1ccc(CNc2nc3ccc(Cl)cc3nc2OC)c(OC)c1. As a reaction SMILES: [CH3:15][O:16][c:17]1[c:18]([CH2:19][NH2:20])[cH:21][cH:22][c:23]([O:25][CH3:26])[cH:24]1.[CH3:28][S:29]([CH3:30])=[O:31].[Cl:1][c:2]1[n:3][c:4]2[cH:5][cH:6][c:7]([Cl:14])[cH:8][c:9]2[n:10][c:11]1[O:12][CH3:13].[OH2:27]>>[c:2]1([NH:20][CH2:19][c:18]2[c:17]([O:16][CH3:15])[cH:24][c:23]([O:25][CH3:26])[cH:22][cH:21]2)[n:3][c:4]2[cH:5][cH:6][c:7]([Cl:14])[cH:8][c:9]2[n:10][c:11]1[O:12][CH3:13]. The reactants are CC(C)C(=O)Nc1cccc(C2CCNCC2)c1, O=Cc1sccc1Oc1ccccc1. Yields the product CC(C)C(=O)Nc1cccc(C2CCN(Cc3sccc3Oc3ccccc3)CC2)c1. RXN SMILES: [CH3:15][CH:16]([C:17](=[O:18])[NH:19][c:20]1[cH:21][c:22]([CH:26]2[CH2:27][CH2:28][NH:29][CH2:30][CH2:31]2)[cH:23][cH:24][cH:25]1)[CH3:32].[O:1]([c:2]1[cH:3][cH:4][cH:5][cH:6][cH:7]1)[c:8]1[c:9]([CH:13]=[O:14])[s:10][cH:11][cH:12]1>>[O:1]([c:2]1[cH:3][cH:4][cH:5][cH:6][cH:7]1)[c:8]1[c:9]([CH2:13][N:29]2[CH2:28][CH2:27][CH:26]([c:22]3[cH:21][c:20]([NH:19][C:17]([CH:16]([CH3:15])[CH3:32])=[O:18])[cH:25][cH:24][cH:23]3)[CH2:31][CH2:30]2)[s:10][cH:11][cH:12]1. Reactants: COC1=CC=C(C=C1)C(NC(C(C)C1=CC=CC=C1)=O)C1=CC(=CC=C1)[N+](=O)[O-] (N-[(4-methoxyphenyl)-(3-nitrophenyl)methyl]-2-phenylpropionamide), [Sn](Cl)Cl (tin (II) chloride). Product: Cl.NC=1C=C(C=CC1)C(NC(C(C)C1=CC=CC=C1)=O)C1=CC=C(C=C1)OC (N-[(3-Aminophenyl)-(4-methoxyphenyl)methyl]-2-phenylpropionamide hydrochloride). Yield: 81.4%. Reaction SMILES: [CH3:1][O:2][C:3]1[CH:8]=[CH:7][C:6]([CH:9]([C:21]2[CH:26]=[CH:25][CH:24]=[C:23]([N+:27]([O-])=O)[CH:22]=2)[NH:10][C:11](=[O:20])[CH:12]([C:14]2[CH:19]=[CH:18][CH:17]=[CH:16][CH:15]=2)[CH3:13])=[CH:5][CH:4]=1.[Sn](Cl)[Cl:31]>>[ClH:31].[NH2:27][C:23]1[CH:22]=[C:21]([CH:9]([C:6]2[CH:5]=[CH:4][C:3]([O:2][CH3:1])=[CH:8][CH:7]=2)[NH:10][C:11](=[O:20])[CH:12]([C:14]2[CH:19]=[CH:18][CH:17]=[CH:16][CH:15]=2)[CH3:13])[CH:26]=[CH:25][CH:24]=1 |f:2.3|. Reported procedure: In a similar manner to that described in Example (47b), N-[(4-methoxyphenyl)-(3-nitrophenyl)methyl]-2-phenylpropionamide (2.37 g) [prepared as described in step (a) above] and tin (II) chloride (5.76 g) were reacted, to afford the title compound (1.96 g) as a white solid. The reactants are N1=CC=CC=C1.C(=C)B1OB(OB(O1)C=C)C=C (2,4,6-triethenyl-1,3,5,2,4,6-trioxatriborinane compound with pyridine), C(C1=CC=CC=C1)OC=1N=NC(=CC1OCC1=CC=CC=C1)Cl (3,4-bis(benzyloxy)-6-chloropyridazine), C(C1=CC=CC=C1)OC=1N=NC(=CC1OCC1=CC=CC=C1)Cl (3,4-bis(benzyloxy)-6-chloropyridazine), C([O-])([O-])=O.[K+].[K+] (potassium carbonate), tetrakis(triphenyl-phosphine)palladium(0). The solvent is C(C)(=O)OCC (ethyl acetate). Run at temperature 80 celsius. Yields the product C(C1=CC=CC=C1)OC=1N=NC(=CC1OCC1=CC=CC=C1)C=C (3,4-bis(benzyloxy)-6-ethenylpyridazine). Isolated yield 75.3%. As a reaction SMILES: N1C=CC=CC=1.C(B1OB(C=C)OB([CH:17]=[CH2:18])O1)=C.[CH2:19]([O:26][C:27]1[N:28]=[N:29][C:30](Cl)=[CH:31][C:32]=1[O:33][CH2:34][C:35]1[CH:40]=[CH:39][CH:38]=[CH:37][CH:36]=1)[C:20]1[CH:25]=[CH:24][CH:23]=[CH:22][CH:21]=1.C(=O)([O-])[O-].[K+].[K+]>C(OCC)(=O)C>[CH2:19]([O:26][C:27]1[N:28]=[N:29][C:30]([CH:17]=[CH2:18])=[CH:31][C:32]=1[O:33][CH2:34][C:35]1[CH:40]=[CH:39][CH:38]=[CH:37][CH:36]=1)[C:20]1[CH:21]=[CH:22][CH:23]=[CH:24][CH:25]=1 |f:0.1,3.4.5|. Reported procedure: A vessel containing 2,4,6-triethenyl-1,3,5,2,4,6-trioxatriborinane compound with pyridine (1:1) (1.105 g, 4.59 mmol), 3,4-bis(benzyloxy)-6-chloropyridazine (Intermediate 1, 3 g, 9.18 mmol) and potassium carbonate (3.17 g, 22.95 mmol) was evacuated and flushed with nitrogen. Dioxane (30 ml) and water (3 ml) were added in vacuo and the reaction was degassed before tetrakis(triphenyl-phosphine)palladium(0) (0.530 g, 0.459 mmol) was added. The resulting mixture was then heated at 80° C. for 18 hours... Product: COc1ccc(-n2ccc3cc(CN4CCC(c5cccc(NC(=O)C(C)C)c5)CC4)ccc32)cc1. The reactants are COc1ccc(I)cc1, CC(C)C(=O)Nc1cccc(C2CCN(Cc3ccc4[nH]ccc4c3)CC2)c1. RXN SMILES: [I:1][c:2]1[cH:3][cH:4][c:5]([O:8][CH3:9])[cH:6][cH:7]1.[nH:10]1[cH:11][cH:12][c:13]2[cH:14][c:15]([CH2:19][N:20]3[CH2:21][CH2:22][CH:23]([c:26]4[cH:27][c:28]([NH:32][C:33]([CH:34]([CH3:35])[CH3:36])=[O:37])[cH:29][cH:30][cH:31]4)[CH2:24][CH2:25]3)[cH:16][cH:17][c:18]12>>[c:2]1(-[n:10]2[cH:11][cH:12][c:13]3[cH:14][c:15]([CH2:19][N:20]4[CH2:21][CH2:22][CH:23]([c:26]5[cH:27][c:28]([NH:32][C:33]([CH:34]([CH3:35])[CH3:36])=[O:37])[cH:29][cH:30][cH:31]5)[CH2:24][CH2:25]4)[cH:16][cH:17][c:18]23)[cH:3][cH:4][c:5]([O:8][CH3:9])[cH:6][cH:7]1. Reactants: C(C1=CC=CC=C1)=O (benzaldehyde), NC1=C(C(=O)O)C=CN=C1 (3-aminoisonicotinic acid), C(C)O (ethanol), S(O)(O)(=O)=O (sulfuric acid), [OH-].[Na+] (sodium hydroxide), C(#N)[BH3-].[Na+] (sodium cyanoborohydride). Solvent: C(C)(=O)O (acetic acid). Conditions: time 1 hour. The product is C1(=CC=CC=C1)CNC=1C=NC=CC1C(=O)OCC (Ethyl 3-[(phenylmethyl)amino]-4-pyridinecarboxylate). The yield is 45.0%. RXN SMILES: [NH2:1][C:2]1[CH:10]=[N:9][CH:8]=[CH:7][C:3]=1[C:4]([OH:6])=[O:5].S(=O)(=O)(O)O.[OH-].[Na+].[CH:18](=O)[C:19]1[CH:24]=[CH:23][CH:22]=[CH:21][CH:20]=1.C([BH3-])#N.[Na+].[CH2:30](O)[CH3:31]>C(O)(=O)C>[C:19]1([CH2:18][NH:1][C:2]2[CH:10]=[N:9][CH:8]=[CH:7][C:3]=2[C:4]([O:6][CH2:30][CH3:31])=[O:5])[CH:24]=[CH:23][CH:22]=[CH:21][CH:20]=1 |f:2.3,5.6|. Procedure: To a suspension of 3-aminoisonicotinic acid (0.600 g, 4.35 mmol) in ethanol (20 mL) was added concentrated sulfuric acid (0.40 mL) at ambient temperature. The solution was then refluxed overnight, cooled to ambient temperature, and neutralized to pH ˜7 using 6N aqueous sodium hydroxide. The mixture was extracted with (3×20 mL) ethyl acetate. The combined organic portions were dried over magnesium sulfate, filtered, and concentrated in vacuo. The residue was dissolved in methanol (20 mL) and trea... The reactants are C(C)(C)(C)OC(NC(C1CCCCC1)C(NC=1C=C2C=3C(=C(NC3C1)Cl)C=NNC2=O)=O)=O ([(2-Chloro-6-oxo-5,6-dihydro-1H-[1,2]diazepino[4,5,6-cd]indol-8-ylcarbamoyl)-cyclohexyl-methyl]-carbamic Acid tert-butyl Ester), Cl (HCl). Solvent: O1CCOCC1 (dioxane). Product: N[C@@H](C(=O)NC=1C=C2C=3C(=C(NC3C1)Cl)C=NNC2=O)C2CCCCC2 ((R)-2-Amino-N-(2-chloro-6-oxo-5,6-dihydro-1H-[1,2]diazepino[4,5,6-cd]indol-8-yl)-2-cyclohexyl-acetamide). RXN SMILES: C(OC(=O)[NH:7][CH:8]([C:15](=[O:32])[NH:16][C:17]1[CH:18]=[C:19]2[C:30](=[O:31])[NH:29][N:28]=[CH:27][C:21]3=[C:22]([Cl:26])[NH:23][C:24]([CH:25]=1)=[C:20]23)[CH:9]1[CH2:14][CH2:13][CH2:12][CH2:11][CH2:10]1)(C)(C)C.Cl>O1CCOCC1>[NH2:7][C@H:8]([CH:9]1[CH2:14][CH2:13][CH2:12][CH2:11][CH2:10]1)[C:15]([NH:16][C:17]1[CH:18]=[C:19]2[C:30](=[O:31])[NH:29][N:28]=[CH:27][C:21]3=[C:22]([Cl:26])[NH:23][C:24]([CH:25]=1)=[C:20]23)=[O:32]. Procedure: Preparation of the title compound from Intermediate 198(a) (75 mg, 0.159 mmol) and 4.0 M HCl in dioxane (0.8 mL) was carried out analogously to Example 91. Isolation, also in an analogous manner, afforded the title compound (65 mg, 0.159 mmol) as a yellow powder in 99% yield.